From a dataset of the Open Reaction Database (ORD), a public repository of structured organic reaction records. describe an organic reaction: reactants, conditions, products, and yield Reactants: [Na+], COc1ccccc1Oc1cccc2c1NC(=O)C2, C1COCCO1, [OH-], O. Yields the product [Na+], COc1ccccc1Oc1cccc(CC(=O)[O-])c1N. RXN SMILES: [Na+:21].[O:1]=[C:2]1[NH:3][c:4]2[c:5]([O:11][c:12]3[c:13]([O:18][CH3:19])[cH:14][cH:15][cH:16][cH:17]3)[cH:6][cH:7][cH:8][c:9]2[CH2:10]1.[O:23]1[CH2:24][CH2:25][O:26][CH2:27][CH2:28]1.[OH-:20].[OH2:22]>>[Na+:21].[O:1]=[C:2]([CH2:10][c:9]1[c:4]([NH2:3])[c:5]([O:11][c:12]2[c:13]([O:18][CH3:19])[cH:14][cH:15][cH:16][cH:17]2)[cH:6][cH:7][cH:8]1)[O-:20]. Starting materials: COC1=CC=C(CN(C2=NC(=NC(=N2)C=2C(=NC=CC2)NC2=CC(=NC=C2)OCC2=CC=C(C=C2)OC)C)CC2=CC=C(C=C2)OC)C=C1 (N,N-bis(4-methoxybenzyl)-4-(2-(2-(4-methoxybenzyloxy)pyridin-4-ylamino)pyridin-3-yl)-6-methyl-1,3,5-triazin-2-amine), FC(C(=O)O)(F)F (trifluoroacetic acid), FC(S(=O)(=O)O)(F)F (trifluoromethane sulfonic acid), C(=O)(O)[O-].[Na+] (NaHCO3). Product: NC1=NC(=NC(=N1)C)C=1C(=NC=CC1)NC1=CC(NC=C1)=O (4-(3-(4-Amino-6-Methyl-1,3,5-Triazin-2-yl)Pyridin-2-Ylamino)Pyridin-2(1H)-One). Yield: 18.5%. RXN SMILES: COC1C=CC(C[N:8](CC2C=CC(OC)=CC=2)[C:9]2[N:14]=[C:13]([C:15]3[C:16]([NH:21][C:22]4[CH:27]=[CH:26][N:25]=[C:24]([O:28]CC5C=CC(OC)=CC=5)[CH:23]=4)=[N:17][CH:18]=[CH:19][CH:20]=3)[N:12]=[C:11]([CH3:38])[N:10]=2)=CC=1.FC(F)(F)C(O)=O.FC(F)(F)S(O)(=O)=O.C([O-])(O)=O.[Na+]>>[NH2:8][C:9]1[N:10]=[C:11]([CH3:38])[N:12]=[C:13]([C:15]2[C:16]([NH:21][C:22]3[CH:27]=[CH:26][NH:25][C:24](=[O:28])[CH:23]=3)=[N:17][CH:18]=[CH:19][CH:20]=2)[N:14]=1 |f:3.4|. Procedure details: A solution of N,N-bis(4-methoxybenzyl)-4-(2-(2-(4-methoxybenzyloxy)pyridin-4-ylamino)pyridin-3-yl)-6-methyl-1,3,5-triazin-2-amine (0.120 g, 0.183 mmol) in trifluoroacetic acid (Aldrich) (1.631 mL, 21.96 mmol) and trifluoromethane sulfonic acid (TCI) (0.810 mL, 9.15 mmol) was heated at 80° C. in a sealed tube for 1 h. The reaction mixture was neutralized with sat. NaHCO3.The precipitate was collected by filtration. The precipitate was purified by prep HPLC to give the product as a white solid (0.... Reactants: C[S-], CCOC(C)=O, [Na+], O=c1nc(-c2cccc(CS(=O)(=O)[O-])n2)sc2ccccc12, CN(C)C=O, O. Product: CSCc1cccc(-c2nc(=O)c3ccccc3s2)n1. As a reaction SMILES: [CH3:23][S-:24].[CH3:26][CH2:27][O:28][C:29](=[O:30])[CH3:31].[Na+:25].[O:1]=[c:2]1[n:3][c:4](-[c:12]2[cH:13][cH:14][cH:15][c:16]([CH2:18][S:19]([O-:20])(=[O:21])=[O:22])[n:17]2)[s:5][c:6]2[c:7]1[cH:8][cH:9][cH:10][cH:11]2.[O:33]=[CH:34][N:35]([CH3:36])[CH3:37].[OH2:32]>>[O:1]=[c:2]1[n:3][c:4](-[c:12]2[cH:13][cH:14][cH:15][c:16]([CH2:18][S:19][CH3:26])[n:17]2)[s:5][c:6]2[c:7]1[cH:8][cH:9][cH:10][cH:11]2. Starting materials: CCOC(=O)c1cc(Br)ncc1F, OCc1ccccc1, [H-], [Na+], C1CCOC1, O. Product: CCOC(=O)c1cc(Br)ncc1OCc1ccccc1. RXN SMILES: [CH2:11]([CH3:12])[O:13][C:14]([c:15]1[cH:16][c:17]([Br:22])[n:18][cH:19][c:20]1[F:21])=[O:23].[CH2:1]([c:2]1[cH:3][cH:4][cH:5][cH:6][cH:7]1)[OH:8].[H-:9].[Na+:10].[O:25]1[CH2:26][CH2:27][CH2:28][CH2:29]1.[OH2:24]>>[CH2:1]([c:2]1[cH:3][cH:4][cH:5][cH:6][cH:7]1)[O:8][c:20]1[c:15]([C:14]([O:13][CH2:11][CH3:12])=[O:23])[cH:16][c:17]([Br:22])[n:18][cH:19]1. Reactants: ClC1=C(C=C(C=C1)N1CCNCC1)C(F)(F)F (1-(4-Chloro-3-trifluoromethyl-phenyl)-piperazine), BrCC (bromo-ethane). Product: ClC1=C(C=C(C=C1)N1CCN(CC1)CC)C(F)(F)F (1-(4-Chloro-3-trifluoromethyl-phenyl)-4-ethyl-piperazine). RXN SMILES: [Cl:1][C:2]1[CH:7]=[CH:6][C:5]([N:8]2[CH2:13][CH2:12][NH:11][CH2:10][CH2:9]2)=[CH:4][C:3]=1[C:14]([F:17])([F:16])[F:15].Br[CH2:19][CH3:20]>>[Cl:1][C:2]1[CH:7]=[CH:6][C:5]([N:8]2[CH2:13][CH2:12][N:11]([CH2:19][CH3:20])[CH2:10][CH2:9]2)=[CH:4][C:3]=1[C:14]([F:15])([F:17])[F:16]. Procedure details: Beginning with 1-(4-Chloro-3-trifluoromethyl-phenyl)-piperazine and bromo-ethane, the title compound was recovered by the procedure described in Example 2. MS m/z (rel. intensity, 70 eV) 293 (M+, 6), 292 (30),277 (29), 57 (bp), 56 (41). RXN SMILES: [C:1]([C:3]1[CH:4]=[CH:5][C:6]([OH:13])=[C:7]([CH:12]=1)[C:8]([O:10][CH3:11])=[O:9])#[N:2].[C:14]([O-])([O-])=O.[K+].[K+].CI>CC(C)=O.CCOC(C)=O>[C:1]([C:3]1[CH:4]=[CH:5][C:6]([O:13][CH3:14])=[C:7]([CH:12]=1)[C:8]([O:10][CH3:11])=[O:9])#[N:2] |f:1.2.3|. Product: C(#N)C=1C=CC(=C(C(=O)OC)C1)OC (methyl 5-cyano-2-methoxybenzoate). Run at temperature 65 celsius, time 10 hour. Reactants: C(=O)([O-])[O-].[K+].[K+] (K2CO3), C(#N)C=1C=CC(=C(C(=O)OC)C1)O (methyl 5-cyano-2-hydroxybenzoate), CI (MeI). Run in CCOC(=O)C (EtOAc), CC(=O)C (acetone). Yield: 28.0%. Procedure details: A solution of acid methyl 5-cyano-2-hydroxybenzoate (2 g, 11.2 mmol) in dry acetone (50 mL) was cooled to 0° C. and K2CO3 (2.34 g, 16.9 mmol) followed by MeI (1.1 mL, 16.9 mmol) were added dropwise. The reaction mixture was allowed to stir at 65° C. for 10 h and then diluted with EtOAc. The organic layer was washed with water and brine, dried over anhydrous sodium sulfate, and concentrated under reduced pressure to yield methyl 5-cyano-2-methoxybenzoate (600 mg, crude), which was carried through... Starting materials: [BH3-]C#N, CO, Cl, [Na+], O=C1CCCC1, CS(=O)(=O)Nc1ccc2c(c1)OCCNCCO2. The product is CS(=O)(=O)Nc1ccc2c(c1)OCCN(C1CCCC1)CCO2. Reaction SMILES: [C:25]([BH3-:26])#[N:27].[CH3:30][OH:31].[ClH:29].[Na+:28].[O:19]=[C:20]1[CH2:21][CH2:22][CH2:23][CH2:24]1.[O:1]1[CH2:2][CH2:3][NH:4][CH2:5][CH2:6][O:7][c:8]2[c:9]1[cH:10][cH:11][c:12]([NH:14][S:15](=[O:16])(=[O:17])[CH3:18])[cH:13]2>>[O:1]1[CH2:2][CH2:3][N:4]([CH:20]2[CH2:21][CH2:22][CH2:23][CH2:24]2)[CH2:5][CH2:6][O:7][c:8]2[c:9]1[cH:10][cH:11][c:12]([NH:14][S:15](=[O:16])(=[O:17])[CH3:18])[cH:13]2.